Dataset: the Open Reaction Database (ORD), a public repository of structured organic reaction records. Task: describe an organic reaction: reactants, conditions, products, and yield The reactants are P(OCC1=CC=CC=C1)(OCC1=CC=CC=C1)[O-] (dibenzyl phosphite), [H-].[Na+] (NaH), C(C)OC(CCCBr)=O (ethyl-4-bromobutyrate). Run in CN(C)C=O (DMF). Reaction conditions: time 15 minute. Yields the product C(C)OC(CCCP(=O)(OCC1=CC=CC=C1)OCC1=CC=CC=C1)=O (4-(Bis-benzyloxy-phosphoryl)-butyric acid ethyl ester). As a reaction SMILES: [H-].[Na+].[P:3]([O-:20])([O:12][CH2:13][C:14]1[CH:19]=[CH:18][CH:17]=[CH:16][CH:15]=1)[O:4][CH2:5][C:6]1[CH:11]=[CH:10][CH:9]=[CH:8][CH:7]=1.[CH2:21]([O:23][C:24](=[O:29])[CH2:25][CH2:26][CH2:27]Br)[CH3:22]>CN(C=O)C>[CH2:21]([O:23][C:24](=[O:29])[CH2:25][CH2:26][CH2:27][P:3]([O:12][CH2:13][C:14]1[CH:19]=[CH:18][CH:17]=[CH:16][CH:15]=1)([O:4][CH2:5][C:6]1[CH:11]=[CH:10][CH:9]=[CH:8][CH:7]=1)=[O:20])[CH3:22] |f:0.1|. Procedure: To a suspension of NaH (60%, 2.52 g, 63 mmol) in DMF (60 mL) was added dibenzyl phosphite (12 mL, 48.45 mmol). After 15 minutes of stirring, ethyl-4-bromobutyrate was added and the mixture was stirred for 48 h at room temperature. The DMF was removed by evaporation. The residue was partitioned between brine, ammonium chloride and ether. The water phase was extracted several times with ether. The recombined organic layer was extracted with brine, dried over sodium sulfate, filtered and evaporated...